The task is: describe an organic reaction: reactants, conditions, products, and yield. This data is from the Open Reaction Database (ORD), a public repository of structured organic reaction records. Reactants: CO, COc1ccc(Cn2nc(CC(O)CO)c3c(Cl)nc(N(C(=O)OC(C)(C)C)C(=O)OC(C)(C)C)nc32)cc1, [O-][I+3]([O-])([O-])[O-], [Na+], C1CCOC1, O. Product: COc1ccc(Cn2nc(CCO)c3c(Cl)nc(N(C(=O)OC(C)(C)C)C(=O)OC(C)(C)C)nc32)cc1. As a reaction SMILES: [CH3:51][OH:52].[Cl:7][c:8]1[c:9]2[c:10]([n:11][c:12]([N:14]([C:15](=[O:16])[O:17][C:18]([CH3:19])([CH3:20])[CH3:21])[C:22](=[O:23])[O:24][C:25]([CH3:26])([CH3:27])[CH3:28])[n:13]1)[n:29]([CH2:37][c:38]1[cH:39][cH:40][c:41]([O:44][CH3:45])[cH:42][cH:43]1)[n:30][c:31]2[CH2:32][CH:33]([CH2:34][OH:35])[OH:36].[I+3:1]([O-:2])([O-:3])([O-:4])[O-:5].[Na+:6].[O:46]1[CH2:47][CH2:48][CH2:49][CH2:50]1.[OH2:53]>>[Cl:7][c:8]1[c:9]2[c:10]([n:11][c:12]([N:14]([C:15](=[O:16])[O:17][C:18]([CH3:19])([CH3:20])[CH3:21])[C:22](=[O:23])[O:24][C:25]([CH3:26])([CH3:27])[CH3:28])[n:13]1)[n:29]([CH2:37][c:38]1[cH:39][cH:40][c:41]([O:44][CH3:45])[cH:42][cH:43]1)[n:30][c:31]2[CH2:32][CH2:33][OH:36]. The reactants are C, CCOC(C)=O, Cc1cccc(OCC(F)(F)F)c1[N+](=O)[O-], [Pd]. The product is Cc1cccc(OCC(F)(F)F)c1N. RXN SMILES: [C:17].[CH3:19][CH2:20][O:21][C:22](=[O:23])[CH3:24].[N+:1]([O-:2])(=[O:3])[c:4]1[c:5]([CH3:16])[cH:6][cH:7][cH:8][c:9]1[O:10][CH2:11][C:12]([F:13])([F:14])[F:15].[Pd:18]>>[NH2:1][c:4]1[c:5]([CH3:16])[cH:6][cH:7][cH:8][c:9]1[O:10][CH2:11][C:12]([F:13])([F:14])[F:15]. The reactants are CCO, CCN(C(C)C)C(C)C, I, CC(C)(C)OC(=O)NC(CCCc1ccc(CCCCN)cc1)C(=O)O, CSC(=N)NC(=O)c1nc(Cl)c(N)nc1N. Yields the product CC(C)(C)OC(=O)NC(CCCc1ccc(CCCCNC(N)=NC(=O)c2nc(Cl)c(N)nc2N)cc1)C(=O)O. Reaction SMILES: [CH3:53][CH2:54][OH:55].[CH:27]([N:28]([CH:29]([CH3:30])[CH3:31])[CH2:32][CH3:33])([CH3:34])[CH3:35].[IH:36].[NH2:1][CH2:2][CH2:3][CH2:4][CH2:5][c:6]1[cH:7][cH:8][c:9]([CH2:12][CH2:13][CH2:14][CH:15]([C:16](=[O:17])[OH:18])[NH:19][C:20](=[O:21])[O:22][C:23]([CH3:24])([CH3:25])[CH3:26])[cH:10][cH:11]1.[NH2:37][c:38]1[c:39]([C:46](=[O:47])[NH:48][C:49]([S:50][CH3:51])=[NH:52])[n:40][c:41]([Cl:45])[c:42]([NH2:44])[n:43]1>>[NH:1]([CH2:2][CH2:3][CH2:4][CH2:5][c:6]1[cH:7][cH:8][c:9]([CH2:12][CH2:13][CH2:14][CH:15]([C:16](=[O:17])[OH:18])[NH:19][C:20](=[O:21])[O:22][C:23]([CH3:24])([CH3:25])[CH3:26])[cH:10][cH:11]1)[C:49](=[N:48][C:46]([c:39]1[c:38]([NH2:37])[n:43][c:42]([NH2:44])[c:41]([Cl:45])[n:40]1)=[O:47])[NH2:52].